This data is from the Open Reaction Database (ORD), a public repository of structured organic reaction records. The task is: describe an organic reaction: reactants, conditions, products, and yield The reactants are O=C(O)Cc1ccc(CBr)cc1, CN(C)C=O, CC(C)c1ccc(S)cc1. Yields the product CC(C)c1ccc(SCc2ccc(CC(=O)O)cc2)cc1. As a reaction SMILES: [Br:11][CH2:12][c:13]1[cH:14][cH:15][c:16]([CH2:19][C:20](=[O:21])[OH:22])[cH:17][cH:18]1.[CH3:23][N:24]([CH3:25])[CH:26]=[O:27].[CH:1]([CH3:2])([CH3:3])[c:4]1[cH:5][cH:6][c:7]([SH:10])[cH:8][cH:9]1>>[CH:1]([CH3:2])([CH3:3])[c:4]1[cH:5][cH:6][c:7]([S:10][CH2:12][c:13]2[cH:14][cH:15][c:16]([CH2:19][C:20](=[O:21])[OH:22])[cH:17][cH:18]2)[cH:8][cH:9]1. Reactants: COC(CC(=CN1C2=C(C=3C=C(C=CC13)C)CN(CC2)C)C2=CC=NC=C2)=O (4-(2,8-Dimethyl-1,2,3,4-tetrahydro-pyrido[4,3-b]indol-5-yl)-3-pyridin-4-yl-but-3-enoicacid methyl ester). Reagents/catalysts: [Pd] (Pd/C). Solvent: CO (MeOH). The product is COC(CC(CN1C2=C(C=3C=C(C=CC13)C)CN(CC2)C)C2=CC=NC=C2)=O (4-(2,8-dimethyl-1,2,3,4-tetrahydro-pyrido[4,3-b]indol-5-yl)-3-pyridin-4-yl-butyric acid methyl ester). Isolated yield 49.8%. As a reaction SMILES: [CH3:1][O:2][C:3](=[O:28])[CH2:4][C:5]([C:22]1[CH:27]=[CH:26][N:25]=[CH:24][CH:23]=1)=[CH:6][N:7]1[C:15]2[CH:14]=[CH:13][C:12]([CH3:16])=[CH:11][C:10]=2[C:9]2[CH2:17][N:18]([CH3:21])[CH2:19][CH2:20][C:8]1=2>CO.[Pd]>[CH3:1][O:2][C:3](=[O:28])[CH2:4][CH:5]([C:22]1[CH:23]=[CH:24][N:25]=[CH:26][CH:27]=1)[CH2:6][N:7]1[C:15]2[CH:14]=[CH:13][C:12]([CH3:16])=[CH:11][C:10]=2[C:9]2[CH2:17][N:18]([CH3:21])[CH2:19][CH2:20][C:8]1=2. Procedure: 4-(2,8-Dimethyl-1,2,3,4-tetrahydro-pyrido[4,3-b]indol-5-yl)-3-pyridin-4-yl-but-3-enoicacid methyl ester (100 mg, 0.266 mmol) was dissolved in MeOH (10 mL) and 10% dry Pd/C (50 mg) was added and hydrogen gas was purged in to the reaction mixture at RT for 12 h. The reaction was monitored by TLC and LCMS. After consumption of starting material, the reaction mixture was filtered through Celite. The filtrate was concentrated to obtain the crude product, which was recrystallized in ether-hexane to ob... Reactants: O=C1[C@@H](N2C([C@@H]([C@H]2C1)C(C)(OC(=O)OCC1=CC=C(C=C1)[N+](=O)[O-])C)=O)C(=O)OCC1=CC=C(C=C1)[N+](=O)[O-] (4-nitrobenzyl(2R,5R,6S)-3,7-dioxo-6-[1-methyl-1-(4-nitrobenzyloxycarbonyloxy)ethyl]-1-azabicyclo[3.2.0]heptane-2-carboxylate), C(C)(C)N(CC)C(C)C (N,N-diisopropyl-N-ethylamine), C1(=CC=CC=C1)OP(=O)(OC1=CC=CC=C1)Cl (diphenyl-chlorophosphate), C(C)(C)N(CC)C(C)C (N,N-diisopropyl-N-ethylamine), SC1=CC=NC=C1 (4-mercaptopyridine), resultant solution. Reagents/catalysts: CN(C)C1=CC=NC=C1 (4-(N,N-dimethylamino)pyridine). Solvent: C(C)#N (acetonitrile), C(C)#N (acetonitrile), C(C)#N (acetonitrile), C(C)#N (acetonitrile), C(C)(=O)OCC (ethyl acetate). Conditions: temperature 0 celsius, time 8 hour. Product: N1=CC=C(C=C1)SC1=C(N2C([C@@H]([C@H]2C1)C(C)(OC(=O)OCC1=CC=C(C=C1)[N+](=O)[O-])C)=O)C(=O)OCC1=CC=C(C=C1)[N+](=O)[O-] (4-nitrobenzyl(5R,6S)-3-(4-pyridylthio)-6-[1-methyl-1-(4-nitrobenzyloxycarbonyloxy)ethyl]-7-oxo-1-azabicyclo[3.2.0]hept-2-ene-2-carboxylate). Isolated yield 81.8%. RXN SMILES: O=[C:2]1[CH2:8][C@H:7]2[N:4]([C:5](=[O:26])[C@@H:6]2[C:9]([CH3:25])([O:11][C:12]([O:14][CH2:15][C:16]2[CH:21]=[CH:20][C:19]([N+:22]([O-:24])=[O:23])=[CH:18][CH:17]=2)=[O:13])[CH3:10])[C@H:3]1[C:27]([O:29][CH2:30][C:31]1[CH:36]=[CH:35][C:34]([N+:37]([O-:39])=[O:38])=[CH:33][CH:32]=1)=[O:28].C(N(C(C)C)CC)(C)C.C1(OP(Cl)(OC2C=CC=CC=2)=O)C=CC=CC=1.[SH:66][C:67]1[CH:72]=[CH:71][N:70]=[CH:69][CH:68]=1>CN(C1C=CN=CC=1)C.C(#N)C.C(OCC)(=O)C>[N:70]1[CH:71]=[CH:72][C:67]([S:66][C:2]2[CH2:8][C@H:7]3[N:4]([C:5](=[O:26])[C@@H:6]3[C:9]([CH3:25])([O:11][C:12]([O:14][CH2:15][C:16]3[CH:17]=[CH:18][C:19]([N+:22]([O-:24])=[O:23])=[CH:20][CH:21]=3)=[O:13])[CH3:10])[C:3]=2[C:27]([O:29][CH2:30][C:31]2[CH:32]=[CH:33][C:34]([N+:37]([O-:39])=[O:38])=[CH:35][CH:36]=2)=[O:28])=[CH:68][CH:69]=1. Reported procedure: To a solution of 4-nitrobenzyl(2R,5R,6S)-3,7-dioxo-6-[1-methyl-1-(4-nitrobenzyloxycarbonyloxy)ethyl]-1-azabicyclo[3.2.0]heptane-2-carboxylate (145.1 mg) and 4-(N,N-dimethylamino)pyridine (3.27 mg) in acetonitrile (7.3 ml) was added dropwise a solution of N,N-diisopropyl-N-ethylamine (56.0 μl) in acetonitrile (0.504 μl), followed by a solution of diphenyl-chlorophosphate (58.3 μl) in acetonitrile (0.525 ml) at 0° C. After stirring for an hour at 0° C., thereto was added a solution of N,N-diisopro...